This data is from the Open Reaction Database (ORD), a public repository of structured organic reaction records. The task is: describe an organic reaction: reactants, conditions, products, and yield Starting materials: C[Si](C)(C)CCOC(=O)N1CCC(=O)CC1, CO, O=C[O-], [NH4+], O. The product is C[Si](C)(C)CCOC(=O)N1CCC(N)CC1. RXN SMILES: [CH3:1][Si:2]([CH2:3][CH2:4][O:5][C:6](=[O:7])[N:8]1[CH2:9][CH2:10][C:11](=[O:14])[CH2:12][CH2:13]1)([CH3:15])[CH3:16].[CH3:22][OH:23].[CH:17]([O-:18])=[O:19].[NH4+:20].[OH2:21]>>[CH3:1][Si:2]([CH2:3][CH2:4][O:5][C:6](=[O:7])[N:8]1[CH2:9][CH2:10][CH:11]([NH2:20])[CH2:12][CH2:13]1)([CH3:15])[CH3:16]. Reactants: ClC1=NC=CC(=C1)Cl (2,4-dichloropyridine), C(C)(C)[N-]C(C)C.[Li+] (lithium diisopropyl amide), [Cl-].[NH4+] (ammonium chloride), CN(C=O)C (N,N-dimethylformamide). The solvent is C(Cl)Cl (methylene chloride), O1CCCC1 (tetrahydrofuran), O1CCCC1 (THF), O (water). Conditions: time 3 hour. The product is ClC1=NC=CC(=C1C=O)Cl (2,4-dichloro-3-pyridine carboxaldehyde). Reaction SMILES: [Cl:1][C:2]1[CH:7]=[C:6]([Cl:8])[CH:5]=[CH:4][N:3]=1.C([N-]C(C)C)(C)C.[Li+].CN(C)[CH:19]=[O:20].[Cl-].[NH4+]>O1CCCC1.O.C(Cl)Cl>[Cl:1][C:2]1[C:7]([CH:19]=[O:20])=[C:6]([Cl:8])[CH:5]=[CH:4][N:3]=1 |f:1.2,4.5|. Procedure details: Under nitrogen, a solution of 1.6 g of 2,4-dichloropyridine in 5 mL dry tetrahydrofuran (THF) was added to a solution of 6 mL of lithium diisopropyl amide in 25 mL of THF at −70° C., followed by stirring at this temperature for 3 hours. Then 1 mL of dry N,N-dimethylformamide was added at −70° C. followed by stirring at this temperature for 1 hour. Then 25 mL of saturated ammonium chloride solution was added and the reaction mixture was stirred at room temperature overnight. The reaction mixture ... Starting materials: [BH4-].[Na+] (sodium borohydride), C1(=CC=CC=C1)CCCC(C(F)(F)F)=O (5-phenyl-1,1,1-trifluoropentane-2-one), O (water). Solvent: C(C)O (ethanol). Conditions: time 2 hour. Product: C1(=CC=CC=C1)CCCC(C(F)(F)F)O (5-phenyl-1,1,1-trifluoro-2-pentanol). Yield: 97.3%. As a reaction SMILES: [C:1]1([CH2:7][CH2:8][CH2:9][C:10](=[O:15])[C:11]([F:14])([F:13])[F:12])[CH:6]=[CH:5][CH:4]=[CH:3][CH:2]=1.[BH4-].[Na+].O>C(O)C>[C:1]1([CH2:7][CH2:8][CH2:9][CH:10]([OH:15])[C:11]([F:13])([F:14])[F:12])[CH:2]=[CH:3][CH:4]=[CH:5][CH:6]=1 |f:1.2|. Reported procedure: 19.5 g (90 mmol) of said product (14-1) was dissolved in 200 ml of ethanol, and the solution was added with 1.7 g (45 mmol) of sodium borohydride and stirred at room temperature for 2 hours. The reaction mixture was poured into water and extracted with ethyl acetate, and the resultantly formed organic layer was washed with water and brine successively, then dried over anhydrous magnesium sulfate and concentrated under reduced pressure to obtain 19.1 g of 5-phenyl-1,1,1-trifluoro-2-pentanol (15-1... The reactants are COC(=O)c1cc(OC)cc(Oc2cccc(OC(F)(F)F)c2)n1, CO, NN, O. Product: COc1cc(Oc2cccc(OC(F)(F)F)c2)nc(C(=O)NN)c1. As a reaction SMILES: [CH3:1][O:2][C:3]([c:4]1[cH:5][c:6]([O:22][CH3:23])[cH:7][c:8]([O:10][c:11]2[cH:12][c:13]([O:17][C:18]([F:19])([F:20])[F:21])[cH:14][cH:15][cH:16]2)[n:9]1)=[O:24].[CH3:28][OH:29].[NH2:26][NH2:27].[OH2:25]>>[O:2]=[C:3]([c:4]1[cH:5][c:6]([O:22][CH3:23])[cH:7][c:8]([O:10][c:11]2[cH:12][c:13]([O:17][C:18]([F:19])([F:20])[F:21])[cH:14][cH:15][cH:16]2)[n:9]1)[NH:26][NH2:27]. The reactants are CCN(C(C)C)C(C)C, O=C(Cl)OCc1ccccc1, NCC1Cc2cccc(-c3ccc(C(F)(F)F)cc3)c2O1. The product is O=C(NCC1Cc2cccc(-c3ccc(C(F)(F)F)cc3)c2O1)OCc1ccccc1. As a reaction SMILES: [CH:22]([N:23]([CH:24]([CH3:25])[CH3:26])[CH2:27][CH3:28])([CH3:29])[CH3:30].[Cl:31][C:32](=[O:33])[O:34][CH2:35][c:36]1[cH:37][cH:38][cH:39][cH:40][cH:41]1.[F:1][C:2]([c:3]1[cH:4][cH:5][c:6](-[c:9]2[cH:10][cH:11][cH:12][c:13]3[c:17]2[O:16][CH:15]([CH2:18][NH2:19])[CH2:14]3)[cH:7][cH:8]1)([F:20])[F:21]>>[F:1][C:2]([c:3]1[cH:4][cH:5][c:6](-[c:9]2[cH:10][cH:11][cH:12][c:13]3[c:17]2[O:16][CH:15]([CH2:18][NH:19][C:32](=[O:33])[O:34][CH2:35][c:36]2[cH:37][cH:38][cH:39][cH:40][cH:41]2)[CH2:14]3)[cH:7][cH:8]1)([F:20])[F:21]. Reactants: NC=1C2=C(N=CN1)N(C=C2C2=CC(=C(C=C2)NC(OC2=CC=CC=C2)=O)OC)C2CCOCC2 (Phenyl N-[4-(4-amino-7-tetrahydro-2H-4-pyranyl-7H-pyrrolo[2,3-d]pyrimidin-5-yl)-2-methoxyphenyl]carbamate), BrC=1N=CSC1CO ((4-bromo-1,3-thiazol-5-yl)methanol). Run in N1=CC=CC=C1 (pyridine). Run at temperature 100 celsius. The product is NC=1C2=C(N=CN1)N(C=C2C2=CC(=C(C=C2)NC(OCC2=C(N=CS2)Br)=O)OC)C2CCOCC2 ((4-bromo-1,3-thiazol-5-yl)methyl N-[4-(4-amino-7-tetrahydro-2H-4-pyranyl-7H-pyrrolo[2,3-d]pyrimidin-5-yl)-2-methoxyphenyl]carbamate). RXN SMILES: [NH2:1][C:2]1[C:3]2[C:10]([C:11]3[CH:16]=[CH:15][C:14]([NH:17][C:18](=O)[O:19]C4C=CC=CC=4)=[C:13]([O:27][CH3:28])[CH:12]=3)=[CH:9][N:8]([CH:29]3[CH2:34][CH2:33][O:32][CH2:31][CH2:30]3)[C:4]=2[N:5]=[CH:6][N:7]=1.[Br:35][C:36]1[N:37]=[CH:38][S:39][C:40]=1[CH2:41][OH:42]>N1C=CC=CC=1>[NH2:1][C:2]1[C:3]2[C:10]([C:11]3[CH:16]=[CH:15][C:14]([NH:17][C:18](=[O:19])[O:42][CH2:41][C:40]4[S:39][CH:38]=[N:37][C:36]=4[Br:35])=[C:13]([O:27][CH3:28])[CH:12]=3)=[CH:9][N:8]([CH:29]3[CH2:34][CH2:33][O:32][CH2:31][CH2:30]3)[C:4]=2[N:5]=[CH:6][N:7]=1. Procedure details: Phenyl N-[4-(4-amino-7-tetrahydro-2H-4-pyranyl-7H-pyrrolo[2,3-d]pyrimidin-5-yl)-2-methoxyphenyl]carbamate (28 mg, 0.061 mmol) was mixed with (4-bromo-1,3-thiazol-5-yl)methanol (50 mg, 0.434 mmol) in pyridine (0.5 mL). The reaction mixture was heated at 100° C. overnight. The solvent was removed and the residue was purified by preparative reverse phase LC/MS to give (4-bromo-1,3-thiazol-5-yl)methyl N-[4-(4-amino-7-tetrahydro-2H-4-pyranyl-7H-pyrrolo[2,3-d]pyrimidin-5-yl)-2-methoxyphenyl]carbamate....